Dataset: the Open Reaction Database (ORD), a public repository of structured organic reaction records. Task: describe an organic reaction: reactants, conditions, products, and yield The reactants are COC1=CC=C2C(C(C3=C(OC4(CCNCC4)CS3)C2=C1)=O)=O (9-methoxyspiro[naphtho[1,2-b][1,4]oxathiine-2,4′-piperidine]-5,6-dione), C(C1=CC=CC=C1)[C@@H]1OC1 ((2S)-2-benzyloxirane). Yields the product O[C@H](CN1CCC2(CC1)CSC1=C(O2)C2=CC(=CC=C2C(C1=O)=O)OC)CC1=CC=CC=C1 (1′-[(2S)-2-hydroxy-3-phenylpropyl]-9-methoxyspiro[naphtho[1,2-b][1,4]oxathiine-2,4′-piperidine]-5,6-dione). As a reaction SMILES: [CH3:1][O:2][C:3]1[CH:21]=[C:20]2[C:6]([C:7](=[O:23])[C:8](=[O:22])[C:9]3[S:19][CH2:18][C:12]4([CH2:17][CH2:16][NH:15][CH2:14][CH2:13]4)[O:11][C:10]=32)=[CH:5][CH:4]=1.[CH2:24]([C@H:31]1[CH2:33][O:32]1)[C:25]1[CH:30]=[CH:29][CH:28]=[CH:27][CH:26]=1>>[OH:32][C@@H:31]([CH2:24][C:25]1[CH:30]=[CH:29][CH:28]=[CH:27][CH:26]=1)[CH2:33][N:15]1[CH2:16][CH2:17][C:12]2([O:11][C:10]3[C:20]4[C:6]([C:7](=[O:23])[C:8](=[O:22])[C:9]=3[S:19][CH2:18]2)=[CH:5][CH:4]=[C:3]([O:2][CH3:1])[CH:21]=4)[CH2:13][CH2:14]1. Procedure: Compound 209 was synthesized using 9-methoxyspiro[naphtho[1,2-b][1,4]oxathiine-2,4′-piperidine]-5,6-dione, (2S)-2-benzyloxirane following conditions outlined in procedure Y. M.p.=110° C.; 400 MHz 1H NMR (DMSO-d6) δ: 7.92 (d, J=8.8 Hz, 1H), 7.21-7.31 (m, 6H), 7.11 (m, 1H), 4.10 (m, 1H), 3.92 (s, 3H), 3.15 (s, 2H), 3.10 (s, 2H), 2.76 (m, 4H), 2.60 (m, 2H), 2.22 (m, 2H), 1.95 (m, 2H); LCMS: 466 [M+H]. Reactants: COc1cccc([Mg]Br)c1, CON(C)C(=O)C(C)NC(=O)OC(C)(C)C, C1CCOC1. Product: COc1cccc(C(=O)C(C)NC(=O)OC(C)(C)C)c1. RXN SMILES: [Br:17][Mg:18][c:19]1[cH:20][c:21]([O:25][CH3:26])[cH:22][cH:23][cH:24]1.[C:1]([CH3:2])([CH3:3])([CH3:4])[O:5][C:6](=[O:7])[NH:8][CH:9]([CH3:10])[C:11](=[O:12])[N:13]([O:14][CH3:15])[CH3:16].[CH2:27]1[O:28][CH2:29][CH2:30][CH2:31]1>>[C:1]([CH3:2])([CH3:3])([CH3:4])[O:5][C:6](=[O:7])[NH:8][CH:9]([CH3:10])[C:11](=[O:12])[c:19]1[cH:20][c:21]([O:25][CH3:26])[cH:22][cH:23][cH:24]1.